This data is from the Open Reaction Database (ORD), a public repository of structured organic reaction records. The task is: describe an organic reaction: reactants, conditions, products, and yield The reactants are COc1cccc(-c2sc3ccccc3c2Oc2ccc(O)cc2)c1, ClCCN1CCCCC1, [K+], [K+], O=C([O-])[O-], CN(C)C=O. The product is COc1cccc(-c2sc3ccccc3c2Oc2ccc(OCCN3CCCCC3)cc2)c1. RXN SMILES: [CH3:1][O:2][c:3]1[cH:4][c:5](-[c:9]2[c:10]([O:18][c:19]3[cH:20][cH:21][c:22]([OH:25])[cH:23][cH:24]3)[c:11]3[c:12]([s:13]2)[cH:14][cH:15][cH:16][cH:17]3)[cH:6][cH:7][cH:8]1.[Cl:32][CH2:33][CH2:34][N:35]1[CH2:36][CH2:37][CH2:38][CH2:39][CH2:40]1.[K+:26].[K+:27].[O-:28][C:29]([O-:30])=[O:31].[O:41]=[CH:42][N:43]([CH3:44])[CH3:45]>>[CH3:1][O:2][c:3]1[cH:4][c:5](-[c:9]2[c:10]([O:18][c:19]3[cH:20][cH:21][c:22]([O:25][CH2:33][CH2:34][N:35]4[CH2:36][CH2:37][CH2:38][CH2:39][CH2:40]4)[cH:23][cH:24]3)[c:11]3[c:12]([s:13]2)[cH:14][cH:15][cH:16][cH:17]3)[cH:6][cH:7][cH:8]1.